Dataset: the Open Reaction Database (ORD), a public repository of structured organic reaction records. Task: describe an organic reaction: reactants, conditions, products, and yield Starting materials: CC(=O)OC(=O)C (Ac2O), C(Cl)Cl (CH2Cl2), OC1=NC=C(C=C1)C(=O)O (2-hydroxy-5-pyridine carboxylic acid), [N+]=1(C(C(=O)O)=CC=C(C(=O)O)C1)[O-] (isocinchomeronic acid-N-oxide), [OH-].[Na+] (NaOH). The solvent is CCN(CC)CC (Et3N). Conditions: temperature 40 celsius, time 1.5 hour. Product: ClC1=NC=C(C=C1)C(=O)O (2-chlor-5-pyridine carboxylic acid). Isolated yield 54.2%. RXN SMILES: CC(OC(C)=O)=O.[N+:8]1([O-])[C:9](=[CH:13][CH:14]=[C:15]([CH:19]=1)[C:16]([OH:18])=[O:17])C(O)=O.[OH-].[Na+].OC1C=CC(C(O)=O)=CN=1.C(Cl)[Cl:34]>CCN(CC)CC>[Cl:34][C:9]1[CH:13]=[CH:14][C:15]([C:16]([OH:18])=[O:17])=[CH:19][N:8]=1 |f:2.3|. Reported procedure: 36.6 g of Ac2O, 60 g of Et3N and 600 g of CH2Cl2 were placed in a flask and heated at 40° C. 36.6 of isocinchomeronic acid-N-oxide was added in portions. After a further 1.5 hours, NaOH (10 percent) was added while strongly stirring until the final pH reached 13. The phases were separated. The CH2Cl2 -solution was dried with solid NaOH and was kept for the next batch. The aqueous solution was acidified with concentrated HCl (final pH was about 2). The product obtained hereby was sucked off, wash... The reactants are C, CCO, O=C(Nc1nc(-c2ccco2)c(N2CCOCC2)s1)C1CCN(c2cc(Cl)ncn2)CC1, [H][H], [Pd]. The product is O=C(Nc1nc(-c2ccco2)c(N2CCOCC2)s1)C1CCN(c2ccncn2)CC1. RXN SMILES: [C:38].[CH3:35][CH2:36][OH:37].[Cl:1][c:2]1[cH:3][c:4]([N:8]2[CH2:9][CH2:10][CH:11]([C:14](=[O:15])[NH:16][c:17]3[s:18][c:19]([N:27]4[CH2:28][CH2:29][O:30][CH2:31][CH2:32]4)[c:20](-[c:22]4[o:23][cH:24][cH:25][cH:26]4)[n:21]3)[CH2:12][CH2:13]2)[n:5][cH:6][n:7]1.[H:33][H:34].[Pd:39]>>[cH:2]1[cH:3][c:4]([N:8]2[CH2:9][CH2:10][CH:11]([C:14](=[O:15])[NH:16][c:17]3[s:18][c:19]([N:27]4[CH2:28][CH2:29][O:30][CH2:31][CH2:32]4)[c:20](-[c:22]4[o:23][cH:24][cH:25][cH:26]4)[n:21]3)[CH2:12][CH2:13]2)[n:5][cH:6][n:7]1. Starting materials: CC(=O)O, CCOC(=O)COc1c(C(=O)OC)sc(-c2cccc(C=O)c2)c1Br, NC1CCCCC1. Yields the product CCOC(=O)COc1c(C(=O)OC)sc(-c2cccc(CNC3CCCCC3)c2)c1Br. Reaction SMILES: [C:33]([OH:34])(=[O:35])[CH3:36].[CH3:1][O:2][C:3](=[O:4])[c:5]1[s:6][c:7](-[c:18]2[cH:19][c:20]([CH:24]=[O:25])[cH:21][cH:22][cH:23]2)[c:8]([Br:17])[c:9]1[O:10][CH2:11][C:12](=[O:13])[O:14][CH2:15][CH3:16].[NH2:26][CH:27]1[CH2:28][CH2:29][CH2:30][CH2:31][CH2:32]1>>[CH3:1][O:2][C:3](=[O:4])[c:5]1[s:6][c:7](-[c:18]2[cH:19][c:20]([CH2:24][NH:26][CH:27]3[CH2:28][CH2:29][CH2:30][CH2:31][CH2:32]3)[cH:21][cH:22][cH:23]2)[c:8]([Br:17])[c:9]1[O:10][CH2:11][C:12](=[O:13])[O:14][CH2:15][CH3:16]. Starting materials: C1(=CC=CC=C1)CS(=O)(=O)N[C@@H](CC1=CC=CC=C1)B(O)OC12C(CCC(C1(C)C)C2)(C)O ((+)-Pinanediol (1R)-1-(phenylmethanesulfonylamino)-2-phenylethaneboronate), Cl (HCl), C1(=CC=CC=C1)B(O)O (phenylboronic acid), C1(=CC=CC=C1)B(O)O.C12(C(CCC(C1(C)C)C2)(C)O)O (pinanediol phenylboronate). The solvent is CC#N (CH3CN), CCCCCC (n-hexane), CCCCCC (n-hexane). Yields the product C1(=CC=CC=C1)CS(=O)(=O)N[C@@H](CC1=CC=CC=C1)B(O)O ((1R)-1-(phenylmethanesulfonylamino)-2-phenylethaneboronic acid). Isolated yield 92.2%. Reaction SMILES: [C:1]1([CH2:7][S:8]([NH:11][C@H:12]([B:20]([O:22]C23CC(C2(C)C)CCC3(O)C)[OH:21])[CH2:13][C:14]2[CH:19]=[CH:18][CH:17]=[CH:16][CH:15]=2)(=[O:10])=[O:9])[CH:6]=[CH:5][CH:4]=[CH:3][CH:2]=1.Cl.C1(B(O)O)C=CC=CC=1.C1(B(O)O)C=CC=CC=1.C12(O)CC(C1(C)C)CCC2(O)C>CC#N.CCCCCC>[C:1]1([CH2:7][S:8]([NH:11][C@H:12]([B:20]([OH:22])[OH:21])[CH2:13][C:14]2[CH:15]=[CH:16][CH:17]=[CH:18][CH:19]=2)(=[O:10])=[O:9])[CH:2]=[CH:3][CH:4]=[CH:5][CH:6]=1 |f:3.4|. Procedure details: To a solution of 15a (245 mg, 0.54 mmol) in CH3CN (3 mL), HCl (1M aqueous solution, 350 μL, 0.35 mmol), phenylboronic acid (62 mg, 0.51 mmol) and n-hexane (3 mL) were sequentially added and the resulting biphasic solution was vigorously stirred. After 30 min the n-hexane layer, containing the pinanediol phenylboronate, was removed and fresh n-hexane (3 mL) was added. This last procedure was repeated several times until a TLC analysis revealed no remaining pinanediol boronate. The acetonitrile ph... Reactants: [H][H] (hydrogen), N1CCOCC1 (morpholine), C([O-])([O-])=O.[K+].[K+] (potassium carbonate), C(CCCCCCCCCCC)Br (dodecylbromide). The solvent is CC(=O)C (acetone). The product is C(CCCCCCCCCCC)N1CCOCC1 (N-Dodecylmorpholine). RXN SMILES: [NH:1]1[CH2:6][CH2:5][O:4][CH2:3][CH2:2]1.C(=O)([O-])[O-].[K+].[K+].[CH2:13](Br)[CH2:14][CH2:15][CH2:16][CH2:17][CH2:18][CH2:19][CH2:20][CH2:21][CH2:22][CH2:23][CH3:24].[H][H]>CC(C)=O>[CH2:24]([N:1]1[CH2:6][CH2:5][O:4][CH2:3][CH2:2]1)[CH2:23][CH2:22][CH2:21][CH2:20][CH2:19][CH2:18][CH2:17][CH2:16][CH2:15][CH2:14][CH3:13] |f:1.2.3|. Procedure: 174.2 g of morpholine (1 mole), 69 g of potassium carbonate (0.5 mole) and 300 mL of acetone were heated to reflux. To the above solution 124.5 g (0.5 mole) of dodecylbromide were added dropwise. After the addition was complete, the reaction mixture was heated at reflux for four hours. The reaction mixture was filtered, and the solvent evaporated in vacuo to leave an oil, which was distilled under vacuum to give a colorless liquid. Yield is 112.9 g (90% of the theory). Proton NMR δ0.8 (S,3Hz), 1... The reactants are CC(C)O, [Cl-], Nc1cccc[n+]1CSc1ccccc1Br. The product is N=c1ccccn1CSc1ccccc1Br. Reaction SMILES: [CH3:18][CH:19]([OH:20])[CH3:21].[Cl-:1].[NH2:2][c:3]1[n+:4]([CH2:9][S:10][c:11]2[c:12]([Br:17])[cH:13][cH:14][cH:15][cH:16]2)[cH:5][cH:6][cH:7][cH:8]1>>[NH:2]=[c:3]1[n:4]([CH2:9][S:10][c:11]2[c:12]([Br:17])[cH:13][cH:14][cH:15][cH:16]2)[cH:5][cH:6][cH:7][cH:8]1.